From a dataset of the Open Reaction Database (ORD), a public repository of structured organic reaction records. describe an organic reaction: reactants, conditions, products, and yield The reactants are ClC1=C(C(=CC(=C1)OCC1=CC=CC=C1)Cl)O (2,6-dichloro-4-phenylmethoxyphenol), C(C)(C)(C)OC(=O)NCCCBr ((tert-butoxy)-N-(3-bromopropyl)carboxamide), C([O-])([O-])=O.[K+].[K+] (potassium carbonate). Solvent: CN(C)C=O (DMF), C(C)OCC (diethyl ether). Product: ClC1=C(OCCCNC(=O)OC(C)(C)C)C(=CC(=C1)OCC1=CC=CC=C1)Cl (N-{3-[2,6-dichloro-4-(phenylmethoxy)phenoxy]propyl}(tert.-butoxy)carboxamide). The yield is 97.3%. As a reaction SMILES: [Cl:1][C:2]1[CH:7]=[C:6]([O:8][CH2:9][C:10]2[CH:15]=[CH:14][CH:13]=[CH:12][CH:11]=2)[CH:5]=[C:4]([Cl:16])[C:3]=1[OH:17].[C:18]([O:22][C:23]([NH:25][CH2:26][CH2:27][CH2:28]Br)=[O:24])([CH3:21])([CH3:20])[CH3:19].C(=O)([O-])[O-].[K+].[K+]>CN(C=O)C.C(OCC)C>[Cl:1][C:2]1[CH:7]=[C:6]([O:8][CH2:9][C:10]2[CH:15]=[CH:14][CH:13]=[CH:12][CH:11]=2)[CH:5]=[C:4]([Cl:16])[C:3]=1[O:17][CH2:28][CH2:27][CH2:26][NH:25][C:23]([O:22][C:18]([CH3:19])([CH3:21])[CH3:20])=[O:24] |f:2.3.4|. Procedure details: A solution of 2.69 grams (0.010 mole) of 2,6-dichloro-4-phenylmethoxyphenol (known compound), 2.38 grams (0.010 mole) of (tert-butoxy)-N-(3-bromopropyl)carboxamide (commercially available) and 1.52 grams (0.011 mole) of potassium carbonate in 40 mL of DMF was stirred at ambient temperature during a four-day period. After this time the reaction mixture was shaken in diethyl ether and water, and the separated organic layer was washed with one portion of water and with one portion of an aqueous sol... Reactants: CC=1C=C(C=CC1C)SCCCCOC1=CC=CC=2C(OC(NC21)=O)(C)C (8-[4-(3,4-dimethyl-phenylmercapto)-butoxy]-4,4-dimethyl-4H-3,1-benzoxazin-2-one), OO (hydrogen peroxide). Yields the product CC=1C=C(C=CC1C)S(=O)CCCCOC1=CC=CC=2C(OC(NC21)=O)(C)C (8-[4-(3,4-Dimethyl-phenylsulfinyl)-butoxy]-4,4-dimethyl-4H-3,1-benzoxazin-2-one). RXN SMILES: [CH3:1][C:2]1[CH:3]=[C:4]([S:9][CH2:10][CH2:11][CH2:12][CH2:13][O:14][C:15]2[C:24]3[NH:23][C:22](=[O:25])[O:21][C:20]([CH3:27])([CH3:26])[C:19]=3[CH:18]=[CH:17][CH:16]=2)[CH:5]=[CH:6][C:7]=1[CH3:8].[OH:28]O>>[CH3:1][C:2]1[CH:3]=[C:4]([S:9]([CH2:10][CH2:11][CH2:12][CH2:13][O:14][C:15]2[C:24]3[NH:23][C:22](=[O:25])[O:21][C:20]([CH3:27])([CH3:26])[C:19]=3[CH:18]=[CH:17][CH:16]=2)=[O:28])[CH:5]=[CH:6][C:7]=1[CH3:8]. Procedure details: Prepared analogously to Example 2 from 8-[4-(3,4-dimethyl-phenylmercapto)-butoxy]-4,4-dimethyl-4H-3,1-benzoxazin-2-one and hydrogen peroxide. Reactants: OC=1C(C=C(NC1)C(=O)NN1C(N(CCC1)S(=O)(=O)NC(=O)N1C([C@H](C1)NC(OCC1=CC=CC=C1)=O)=O)=O)=O ((S)-[1-[[[[3-[[(1,4-dihydro-5-hydroxy-4-oxo-2-pyridinyl)-carbonyl]amino]tetrahydro-2-oxo-1(2H)-pyrimidinyl]sulfonyl]amino]carbonyl]-2-oxo-3-azetidinyl]carbamic acid, phenylmethyl ester). Reagents/catalysts: [Pd] (palladium on carbon). The solvent is CN(C=O)C (N,N-dimethylformamide). Conditions: time 1 hour. Product: N[C@@H]1C(N(C1)C(=O)NS(=O)(=O)N1C(N(CCC1)NC(=O)C=1NC=C(C(C1)=O)O)=O)=O ((S)-N-[3-[[[(3-Amino-2-oxo-1-azetidinyl)carbonyl]amino]-sulfonyl]tetrahydro-2-oxo-1(2H)-pyrimidinyl]-1,4-dihydro-5-hydroxy-4 -oxo-2-pyridinecarboxamide). As a reaction SMILES: [OH:1][C:2]1[C:3](=[O:40])[CH:4]=[C:5]([C:8]([NH:10][N:11]2[CH2:16][CH2:15][CH2:14][N:13]([S:17]([NH:20][C:21]([N:23]3[CH2:26][C@H:25]([NH:27]C(=O)OCC4C=CC=CC=4)[C:24]3=[O:38])=[O:22])(=[O:19])=[O:18])[C:12]2=[O:39])=[O:9])[NH:6][CH:7]=1>CN(C)C=O.[Pd]>[NH2:27][C@H:25]1[CH2:26][N:23]([C:21]([NH:20][S:17]([N:13]2[CH2:14][CH2:15][CH2:16][N:11]([NH:10][C:8]([C:5]3[NH:6][CH:7]=[C:2]([OH:1])[C:3](=[O:40])[CH:4]=3)=[O:9])[C:12]2=[O:39])(=[O:18])=[O:19])=[O:22])[C:24]1=[O:38]. Procedure details: 4.95 g (8.57 mmol) (S)-[1-[[[[3-[[(1,4-dihydro-5-hydroxy-4-oxo-2-pyridinyl)-carbonyl]amino]tetrahydro-2-oxo-1(2H)-pyrimidinyl]sulfonyl]amino]carbonyl]-2-oxo-3-azetidinyl]carbamic acid, phenylmethyl ester was dissolved in 50 ml N,N-dimethylformamide. After the addition of 2.5 g palladium on carbon, the mixture was hydrogenated for 1 hour. The catalyst was removed and subsequently the filtrate added dropwise to 500 ml isopropanol. The desired product was filtered off, slurried with either and drie... The reactants are CC(=O)O[BH-](OC(C)=O)OC(C)=O, C1CCNCC1, O=Cc1c(Cl)cc(O)cc1Cl, ClCCl, [Na+]. The product is Oc1cc(Cl)c(CN2CCCCC2)c(Cl)c1. As a reaction SMILES: [C:18]([O:19][BH-:20]([O:21][C:22](=[O:23])[CH3:24])[O:25][C:26](=[O:27])[CH3:28])(=[O:29])[CH3:30].[CH2:12]1[CH2:13][CH2:14][NH:15][CH2:16][CH2:17]1.[Cl:1][c:2]1[c:3]([CH:4]=[O:5])[c:6]([Cl:11])[cH:7][c:8]([OH:10])[cH:9]1.[Cl:32][CH2:33][Cl:34].[Na+:31]>>[Cl:1][c:2]1[c:3]([CH2:4][N:15]2[CH2:14][CH2:13][CH2:12][CH2:17][CH2:16]2)[c:6]([Cl:11])[cH:7][c:8]([OH:10])[cH:9]1. Starting materials: CC(=O)O, ClCc1cc(Cl)ccc1Cl, [H-], [H][H], [Na+], CN(C)C=O, CCOC(=O)c1cc2c(cn1)[nH]c1ccccc12. Yields the product CCOC(=O)c1cc2c3ccccc3n(Cc3cc(Cl)ccc3Cl)c2cn1. Reaction SMILES: [CH3:38][C:39](=[O:40])[OH:41].[Cl:23][c:24]1[c:25]([CH2:26][Cl:27])[cH:28][c:29]([Cl:32])[cH:30][cH:31]1.[H-:19].[H:21][H:22].[Na+:20].[O:33]=[CH:34][N:35]([CH3:36])[CH3:37].[cH:1]1[n:2][c:3]([C:14](=[O:15])[O:16][CH2:17][CH3:18])[cH:4][c:5]2[c:6]3[cH:7][cH:8][cH:9][cH:10][c:11]3[nH:12][c:13]12>>[cH:1]1[n:2][c:3]([C:14](=[O:15])[O:16][CH2:17][CH3:18])[cH:4][c:5]2[c:6]3[cH:7][cH:8][cH:9][cH:10][c:11]3[n:12]([CH2:26][c:25]3[c:24]([Cl:23])[cH:31][cH:30][c:29]([Cl:32])[cH:28]3)[c:13]12. Reported procedure: A 25 mL 3-necked flask equipped with a condenser, a thermometer, and a magnetic stirrer was charged with 0.20 g of ethyl 5-(((3,4-dihydro-2-methyl-4-oxo-6-quinazolinyl)methyl)methylamino)-2-thiophene-carboxylate, 6 mL of EtOH, and 6 mL of 1N aqueous NaOH. The resulting solution was stirred under nitrogen and RT for 25 min and then at 55° C. for 2 h. Analysis by tlc (SiO2, 95:5 CH2Cl2) indicated no remaining starting material and a new component at Rf =0.06. The solution was cooled to RT and subj... Reaction SMILES: [CH3:1][C:2]1[NH:11][C:10](=[O:12])[C:9]2[C:4](=[CH:5][CH:6]=[C:7]([CH2:13][N:14]([CH3:25])[C:15]3[S:19][C:18]([C:20]([O:22]CC)=[O:21])=[CH:17][CH:16]=3)[CH:8]=2)[N:3]=1.CCO.[OH-].[Na+]>C(Cl)Cl>[CH3:1][C:2]1[NH:11][C:10](=[O:12])[C:9]2[C:4](=[CH:5][CH:6]=[C:7]([CH2:13][N:14]([CH3:25])[C:15]3[S:19][C:18]([C:20]([OH:22])=[O:21])=[CH:17][CH:16]=3)[CH:8]=2)[N:3]=1 |f:2.3|. Yield: 62.9%. Solvent: C(Cl)Cl (CH2Cl2). The product is CC1=NC2=CC=C(C=C2C(N1)=O)CN(C1=CC=C(S1)C(=O)O)C (5-(((3,4-dihydro-2-methyl-4-oxo-6-quinazolinyl)methyl)methylamino)-2-thiophene-carboxylic acid). Starting materials: CC1=NC2=CC=C(C=C2C(N1)=O)CN(C1=CC=C(S1)C(=O)OCC)C (ethyl 5-(((3,4-dihydro-2-methyl-4-oxo-6-quinazolinyl)methyl)methylamino)-2-thiophene-carboxylate), CCO (EtOH), [OH-].[Na+] (NaOH). Run at time 25 minute. Yield: 29.0%. As a reaction SMILES: [NH2:1][C:2]1[CH:3]=[C:4]([CH:16]=[CH:17][CH:18]=1)[O:5][C:6]1[CH:11]=[CH:10][N:9]=[C:8]2[NH:12][C:13](=[O:15])[NH:14][C:7]=12.[C:19]([C:23]1[O:27][C:26]([CH3:28])=[C:25]([C:29](Cl)=[O:30])[CH:24]=1)([CH3:22])([CH3:21])[CH3:20]>>[C:19]([C:23]1[O:27][C:26]([CH3:28])=[C:25]([C:29]([NH:1][C:2]2[CH:18]=[CH:17][CH:16]=[C:4]([O:5][C:6]3[CH:11]=[CH:10][N:9]=[C:8]4[NH:12][C:13](=[O:15])[NH:14][C:7]=34)[CH:3]=2)=[O:30])[CH:24]=1)([CH3:22])([CH3:20])[CH3:21]. Starting materials: NC=1C=C(OC2=C3C(=NC=C2)NC(N3)=O)C=CC1 (7-(3-aminophenoxy)-1H-imidazo[4,5-b]pyridin-2(3H)-one), C(C)(C)(C)C1=CC(=C(O1)C)C(=O)Cl (5-tert-butyl-2-methylfuran-3-carbonyl chloride). Product: C(C)(C)(C)C1=CC(=C(O1)C)C(=O)NC1=CC(=CC=C1)OC1=C2C(=NC=C1)NC(N2)=O (5-tert-Butyl-2-methyl-N-(3-(2-oxo-2,3-dihydro-1H-imidazo[4,5-b]pyridin-7-yloxy)phenyl) furan-3-carboxamide). Procedure: Method H was used with 7-(3-aminophenoxy)-1H-imidazo[4,5-b]pyridin-2(3H)-one and 5-tert-butyl-2-methylfuran-3-carbonyl chloride to afford the title compound (25 mg, 29%). 1H-NMR (δ, ppm, DMSO-d6): 1.25 (s, 9H, t-Bu), 3.29 (s, 3H, Me), 6.47 (d, 1H, HPy,5, J=6.0 Hz), 6.64 (s, 1H, Hfur), 6.86 (d, 1H, Harom, J=8.0 Hz), 7.38 (t, 1H, Harom, J=8.0 Hz), 7.57 (t, 1H, Harom, J=2.2 Hz), 7.61 (d, 1H, Harom, J=8.0 Hz), 7.79 (d, 1H, HPy,6, J=6.0 Hz), 9.68 (s, 1H, NHamide), 11.18 (s, 1H, NHPy3), 11.37 (s, 1H, ... The reactants are O=C(CBr)c1ccccc1, [H-], [Na+], CN(C)C=O, CC(C)(C)OC(=O)NCC(C(=O)Nc1ccc2cnccc2c1)c1ccc(O)cc1. The product is CC(C)(C)OC(=O)NCC(C(=O)Nc1ccc2cnccc2c1)c1ccc(OCC(=O)c2ccccc2)cc1. As a reaction SMILES: [Br:33][CH2:34][C:35](=[O:36])[c:37]1[cH:38][cH:39][cH:40][cH:41][cH:42]1.[H-:32].[Na+:31].[O:43]=[CH:44][N:45]([CH3:46])[CH3:47].[OH:1][c:2]1[cH:3][cH:4][c:5]([CH:8]([CH2:9][NH:10][C:11]([O:12][C:13]([CH3:14])([CH3:15])[CH3:16])=[O:17])[C:18](=[O:19])[NH:20][c:21]2[cH:22][c:23]3[cH:24][cH:25][n:26][cH:27][c:28]3[cH:29][cH:30]2)[cH:6][cH:7]1>>[O:1]([c:2]1[cH:3][cH:4][c:5]([CH:8]([CH2:9][NH:10][C:11]([O:12][C:13]([CH3:14])([CH3:15])[CH3:16])=[O:17])[C:18](=[O:19])[NH:20][c:21]2[cH:22][c:23]3[cH:24][cH:25][n:26][cH:27][c:28]3[cH:29][cH:30]2)[cH:6][cH:7]1)[CH2:34][C:35](=[O:36])[c:37]1[cH:38][cH:39][cH:40][cH:41][cH:42]1. The reactants are solution, C[O-].[Na+] (sodium methoxide), ClC1=NC2=C(C(=CC=C2N=C1)F)C (2-Chloro-7-fluoro-8-methylquinoxaline). The solvent is CO (methanol), CO (methanol). The product is FC1=CC=C2N=CC(=NC2=C1C)OC (7-Fluoro-8-methyl-2-(methyloxy)quinoxaline). Isolated yield 96.0%. Reaction SMILES: Cl[C:2]1[CH:11]=[N:10][C:9]2[C:4](=[C:5]([CH3:13])[C:6]([F:12])=[CH:7][CH:8]=2)[N:3]=1.[CH3:14][O-:15].[Na+]>CO>[F:12][C:6]1[C:5]([CH3:13])=[C:4]2[C:9]([N:10]=[CH:11][C:2]([O:15][CH3:14])=[N:3]2)=[CH:8][CH:7]=1 |f:1.2|. Procedure details: 2-Chloro-7-fluoro-8-methylquinoxaline (4.1 g, 20.9 mmol) was suspended in dry methanol and a 25% solution of sodium methoxide in methanol (4.73 ml, 21.9 mmol) was added by syringe. The mixture was heated under reflux for 2 h, then evaporated. The residue was dissolved in dichloromethane and water and the phases were separated. The aqueous phase was extracted twice with dichloromethane, and combined organic fractions were dried and evaporated to give product (3.84 g, 96%).